Task: describe an organic reaction: reactants, conditions, products, and yield. Dataset: the Open Reaction Database (ORD), a public repository of structured organic reaction records Run at temperature -78 celsius, time 1 hour. Reactants: C([O-])(O)=O.[Na+] (sodium bicarbonate), C[Si](N[Si](C)(C)C)(C)C (hexamethyldisilazane), C(CCC)[Li] (butyl-lithium), C(C=C)N(C/C=C/COC1=C(C=C(C=C1)C(C)=O)F)C ((E)-1-[4-[4-(allyl-methyl-amino)-but-2-enyloxy]-3-fluorophenyl]-ethanone), C(\C=C(/C)\CCC=C(C)C)Br (geranyl bromide). Product: C(C=C)N(C/C=C/COC1=C(C=C(C=C1)C(C(C\C=C(\CCC=C(C)C)/C)C\C=C(\CCC=C(C)C)/C)=O)F)C ((E)-1-[4-[(E)-4-(allyl-methyl-amino)-but-2-enyloxy]-3-fluoro-phenyl]-2-[(E)-3,7-dimethyl-octa-2,6-dienyl]-5,9-dimethyl-deca-4,8-dien-1-one). Procedure: A solution of 0.92 ml of hexamethyldisilazane in 2.5 ml of THF is treated dropwise at 0° C. with 2.63 ml of 1.6M butyl-lithium in hexane. After 15 min. the mixture is cooled to -78° C. and 0.6g (Ex. Fa) of (E)-1-[4-[4-(allyl-methyl-amino)-but-2-enyloxy]-3-fluorophenyl]-ethanone (Ha) in 1.9 ml of THF is added dropwise. After 1 hr. at -78° C. 0.5 ml of geranyl bromide in 1 ml of THF is added dropwise. The mixture is left to warm to room temperature, stirred for 1 hr. and poured into saturated sodi... The solvent is CCOCC (ether), C1CCOC1 (THF), CCCCCC (hexane), C1CCOC1 (THF), C1CCOC1 (THF). Reaction SMILES: C[Si](C)(C)N[Si](C)(C)C.[CH2:10]([Li])[CH2:11][CH2:12][CH3:13].[CH2:15]([N:18]([CH3:34])[CH2:19]/[CH:20]=[CH:21]/[CH2:22][O:23][C:24]1[CH:29]=[CH:28][C:27]([C:30](=[O:32])[CH3:31])=[CH:26][C:25]=1[F:33])[CH:16]=[CH2:17].[CH2:35](Br)/[CH:36]=[C:37](/[CH2:39][CH2:40][CH:41]=[C:42]([CH3:44])[CH3:43])\[CH3:38].C(=O)(O)[O-].[Na+]>C1COCC1.CCCCCC.CCOCC>[CH2:15]([N:18]([CH3:34])[CH2:19]/[CH:20]=[CH:21]/[CH2:22][O:23][C:24]1[CH:29]=[CH:28][C:27]([C:30](=[O:32])[CH:31]([CH2:35]/[CH:36]=[C:37](\[CH3:38])/[CH2:39][CH2:40][CH:41]=[C:42]([CH3:44])[CH3:43])[CH2:10]/[CH:11]=[C:12](\[CH3:13])/[CH2:24][CH2:25][CH:26]=[C:27]([CH3:30])[CH3:28])=[CH:26][C:25]=1[F:33])[CH:16]=[CH2:17] |f:4.5|. Starting materials: CC([O-])=S, CN(C)C=O, Cl, FC(F)(F)CCCI, [K+]. Yields the product CC(=S)OCCCC(F)(F)F. As a reaction SMILES: [C:9]([CH3:10])(=[S:11])[O-:12].[CH3:15][N:16]([CH3:17])[CH:18]=[O:19].[ClH:14].[I:1][CH2:2][CH2:3][CH2:4][C:5]([F:6])([F:7])[F:8].[K+:13]>>[CH2:2]([CH2:3][CH2:4][C:5]([F:6])([F:7])[F:8])[O:12][C:9]([CH3:10])=[S:11]. The reactants are Cc1ccccc1-n1nc2c3ccccc3n(Cc3ccc(Br)nc3)nc-2c1=O, O=C([O-])[O-], Cn1cc(B2OC(C)(C)C(C)(C)O2)cn1, CS(C)=O, CC(C)c1cc(C(C)C)c(-c2ccccc2P(C2CCCCC2)C2CCCCC2)c(C(C)C)c1, [K+], [K+], O. As a reaction SMILES: [Br:1][c:2]1[cH:3][cH:4][c:5]([CH2:8][n:9]2[n:10][c:11]3[c:21](=[O:22])[n:20](-[c:23]4[c:24]([CH3:29])[cH:25][cH:26][cH:27][cH:28]4)[n:19][c:12]-3[c:13]3[cH:14][cH:15][cH:16][cH:17][c:18]23)[cH:6][n:7]1.[C:79](=[O:80])([O-:81])[O-:82].[CH3:30][n:31]1[n:32][cH:33][c:34]([B:36]2[O:37][C:38]([CH3:39])([CH3:40])[C:41]([CH3:42])([CH3:43])[O:44]2)[cH:35]1.[CH3:85][S:86](=[O:87])[CH3:88].[CH:45]1([P:46]([CH:47]2[CH2:48][CH2:49][CH2:50][CH2:51][CH2:52]2)[c:53]2[cH:54][cH:55][cH:56][cH:57][c:58]2-[c:59]2[c:60]([CH:61]([CH3:62])[CH3:63])[cH:64][c:65]([CH:66]([CH3:67])[CH3:68])[cH:69][c:70]2[CH:71]([CH3:72])[CH3:73])[CH2:74][CH2:75][CH2:76][CH2:77][CH2:78]1.[K+:83].[K+:84].[OH2:89]>>[c:2]1(-[c:34]2[cH:33][n:32][n:31]([CH3:30])[cH:35]2)[cH:3][cH:4][c:5]([CH2:8][n:9]2[n:10][c:11]3[c:21](=[O:22])[n:20](-[c:23]4[c:24]([CH3:29])[cH:25][cH:26][cH:27][cH:28]4)[n:19][c:12]-3[c:13]3[cH:14][cH:15][cH:16][cH:17][c:18]23)[cH:6][n:7]1. Product: Cc1ccccc1-n1nc2c3ccccc3n(Cc3ccc(-c4cnn(C)c4)nc3)nc-2c1=O. Starting materials: C(C)OC(=O)C=1NN=C(C1)CCC (5-Propyl-2H-pyrazole-3-carboxylic acid ethyl ester), CN(C)C=O (DMF), C(=O)([O-])[O-].[K+].[K+] (K2CO3), ClCC(=O)N1CCN(CC1)C1=CC=C(C=C1)F (2-Chloro-1-[4-(4-fluoro-phenyl)-piperazin-1-yl]-ethanone). Run in CCCCCC.C(C)(=O)OCC (hexane ethyl acetate). Yields the product C(C)OC(=O)C=1C=C(N(N1)CC(=O)N1CCN(CC1)C1=CC=C(C=C1)F)CCC (2-{2-[4-(4-Fluoro-phenyl)-piperazin-1-yl]-2-oxo-ethyl}-3-propyl-2H-pyrazole-5-carboxylic acid ethyl ester). RXN SMILES: [CH2:1]([O:3][C:4]([C:6]1[NH:7][N:8]=[C:9]([CH2:11][CH2:12][CH3:13])[CH:10]=1)=[O:5])[CH3:2].C([O-])([O-])=O.[K+].[K+].Cl[CH2:21][C:22]([N:24]1[CH2:29][CH2:28][N:27]([C:30]2[CH:35]=[CH:34][C:33]([F:36])=[CH:32][CH:31]=2)[CH2:26][CH2:25]1)=[O:23].CN(C=O)C>CCCCCC.C(OCC)(=O)C>[CH2:1]([O:3][C:4]([C:6]1[CH:10]=[C:9]([CH2:11][CH2:12][CH3:13])[N:8]([CH2:21][C:22]([N:24]2[CH2:25][CH2:26][N:27]([C:30]3[CH:35]=[CH:34][C:33]([F:36])=[CH:32][CH:31]=3)[CH2:28][CH2:29]2)=[O:23])[N:7]=1)=[O:5])[CH3:2] |f:1.2.3,6.7|. Reported procedure: Protocol T was followed using 5-Propyl-2H-pyrazole-3-carboxylic acid ethyl ester, K2CO3, 2-Chloro-1-[4-(4-fluoro-phenyl)-piperazin-1-yl]-ethanone and DMF. Column chromatography using a solvent mixture (hexane/ethyl acetate=1/1) afforded the title compound as white solid. 1H NMR (400 MHz, CDCl3): 6.94-7.0 (m, 2H), 6.82-6.90 (dd, 2H), 6.2 (s, 1H), 5.06 (s, 2H), 4.34-4.40 (q, 2H), 3.62-3.8 (m, 4H), 3.02-3.12 (m, 4H), 2.54-2.60 (t, 2H), 1.64-1.78 (m, 2H), 1.34-1.38 (t, 3H), 0.98-1.4 (t, 3H). 13C NMR... Reactants: C1(CCC(=O)O1)=O (succinic anhydride), [Cl-].[Al+3].[Cl-].[Cl-] (aluminum chloride), FC1=C(C=CC=C1)F (difluorobenzene). Solvent: Cl (hydrochloric acid). Yields the product FC=1C=C(C=CC1F)C(CCC(=O)O)=O (4-(3,4-Difluorophenyl)-4-oxobutanoic acid). The yield is 31.2%. As a reaction SMILES: [C:1]1(=[O:7])[O:6][C:4](=[O:5])[CH2:3][CH2:2]1.[Cl-].[Al+3].[Cl-].[Cl-].[F:12][C:13]1[CH:18]=[CH:17][CH:16]=[CH:15][C:14]=1[F:19]>Cl>[F:12][C:13]1[CH:18]=[C:17]([C:1](=[O:7])[CH2:2][CH2:3][C:4]([OH:6])=[O:5])[CH:16]=[CH:15][C:14]=1[F:19] |f:1.2.3.4|. Reported procedure: 45 gm of succinic anhydride and 130.7 gm of aluminum chloride were added to 57 gm of difluorobenzene, and the mixture was heated under reflux for 4 hours. Upon the addition of 200 ml of 1% hydrochloric acid aqueous solution, the reaction mixture was extracted with chloroform, washed with water, and dried over anhydrous sodium sulfate. The solvent was evaporated and the residue was subjected to silica gel column chromatography using a chloroform-methanol (30:1) mixed solvent as an eluant to obtai... Reactants: CCO, CCCCCCCCCCCCCCCC(=O)COCC(COC1CCCCO1)OC, Cc1ccc(S(=O)(=O)[O-])cc1, c1cc[nH+]cc1. Yields the product CCCCCCCCCCCCCCCC(=O)COCC(CO)OC. RXN SMILES: [CH3:49][CH2:50][OH:51].[O:1]1[CH2:2][CH2:3][CH2:4][CH2:5][CH:6]1[O:7][CH2:8][CH:9]([CH2:10][O:11][CH2:12][C:13]([CH2:14][CH2:15][CH2:16][CH2:17][CH2:18][CH2:19][CH2:20][CH2:21][CH2:22][CH2:23][CH2:24][CH2:25][CH2:26][CH2:27][CH3:28])=[O:29])[O:30][CH3:31].[c:32]1([CH3:33])[cH:34][cH:35][c:36]([S:37]([O-:38])(=[O:39])=[O:40])[cH:41][cH:42]1.[nH+:43]1[cH:44][cH:45][cH:46][cH:47][cH:48]1>>[OH:7][CH2:8][CH:9]([CH2:10][O:11][CH2:12][C:13]([CH2:14][CH2:15][CH2:16][CH2:17][CH2:18][CH2:19][CH2:20][CH2:21][CH2:22][CH2:23][CH2:24][CH2:25][CH2:26][CH2:27][CH3:28])=[O:29])[O:30][CH3:31].